From a dataset of the Open Reaction Database (ORD), a public repository of structured organic reaction records. describe an organic reaction: reactants, conditions, products, and yield The reactants are CCO, O=C1c2ccccc2C(=O)N1CC1CO1, Sc1nc2ccccc2s1. Yields the product O=C1c2ccccc2C(=O)N1CC(O)CSc1nc2ccccc2s1. Reaction SMILES: [CH3:26][CH2:27][OH:28].[O:1]1[CH:2]([CH2:4][N:5]2[C:6](=[O:15])[c:7]3[c:8]([cH:11][cH:12][cH:13][cH:14]3)[C:9]2=[O:10])[CH2:3]1.[SH:16][c:17]1[s:18][c:19]2[c:20]([n:21]1)[cH:22][cH:23][cH:24][cH:25]2>>[OH:1][CH:2]([CH2:3][S:16][c:17]1[s:18][c:19]2[c:20]([n:21]1)[cH:22][cH:23][cH:24][cH:25]2)[CH2:4][N:5]1[C:6](=[O:15])[c:7]2[c:8]([cH:11][cH:12][cH:13][cH:14]2)[C:9]1=[O:10].